From a dataset of the Open Reaction Database (ORD), a public repository of structured organic reaction records. describe an organic reaction: reactants, conditions, products, and yield The reactants are COC(=O)C12CC3SC(SC(C1)S3)C2 (2,4,9-Trithia-tricyclo[3.3.1.13,7]decane-7-carboxylic acid methyl ester), C1(=CC=CC=C1)C (toluene), [H-].C(C(C)C)[Al+]CC(C)C (diisobutyl aluminum hydride). Solvent: CCCCCC (hexane). Run at temperature 0 celsius. Product: OCC12CC3SC(SC(C1)S3)C2 (7-hydroxymethyl-2,4,9-trithiaadamantane). Isolated yield 99.0%. As a reaction SMILES: C[O:2][C:3]([C:5]12[CH2:14][CH:9]3[S:10][CH:11]([S:13][CH:7]([S:8]3)[CH2:6]1)[CH2:12]2)=O.C1(C)C=CC=CC=1.[H-].C([Al+]CC(C)C)C(C)C>CCCCCC>[OH:2][CH2:3][C:5]12[CH2:12][CH:11]3[S:10][CH:9]([S:8][CH:7]([S:13]3)[CH2:6]1)[CH2:14]2 |f:2.3|. Procedure details: A flame-dried, 25 mL round-bottomed flask equipped with a Teflon-coated magnetic bar and a septum with an argon inlet was charged with 270 mg (1.10 mmol) of 2,4,9-Trithia-tricyclo[3.3.1.13,7]decane-7-carboxylic acid methyl ester and 5 mL of dry toluene. Cooled by an ice bath, the solution was charged with 1.60 mL of 1.5 M (2.3 mmol) diisobutyl aluminum hydride in hexane. The solution was stirred at 0° C. until the complete consumption of the starting material was observed (monitored by TLC). The... Starting materials: BrC1=C(C=C(C=C1)C1=C(C(=NN1C=1C=CC(=NC1)S(=O)(=O)N)C(F)(F)F)CC)F (5-(5-(4-bromo-3-fluorophenyl)-4-ethyl-3-trifluoromethyl-1H-pyrazol-1-yl)-2-pyridinesulfonamide), C(CCC)[Sn](C=1N=CSC1)(CCCC)CCCC (4-tributylstannyl-1,3-thiazol), [Cl-].[Li+] (lithium chloride). Reagents/catalysts: C=1C=CC(=CC1)[P](C=2C=CC=CC2)(C=3C=CC=CC3)[Pd]([P](C=4C=CC=CC4)(C=5C=CC=CC5)C=6C=CC=CC6)([P](C=7C=CC=CC7)(C=8C=CC=CC8)C=9C=CC=CC9)[P](C=1C=CC=CC1)(C=1C=CC=CC1)C=1C=CC=CC1 (tetrakis(triphenylphosphine)palladium). The solvent is O1CCOCC1 (1,4-dioxane), C(C)(=O)OCC (ethyl acetate). The product is C(C)C=1C(=NN(C1C1=CC(=C(C=C1)C=1N=CSC1)F)C=1C=CC(=NC1)S(=O)(=O)N)C(F)(F)F (5-(4-Ethyl-5-(3-fluoro-4-(1,3-thiazol-4-yl)phenyl)-3-trifluoromethyl-1H-pyrazol-1-yl)-2-pyridinesulfonamide). Yield: 77.1%. As a reaction SMILES: Br[C:2]1[CH:7]=[CH:6][C:5]([C:8]2[N:12]([C:13]3[CH:14]=[CH:15][C:16]([S:19]([NH2:22])(=[O:21])=[O:20])=[N:17][CH:18]=3)[N:11]=[C:10]([C:23]([F:26])([F:25])[F:24])[C:9]=2[CH2:27][CH3:28])=[CH:4][C:3]=1[F:29].C([Sn](CCCC)(CCCC)[C:35]1[N:36]=[CH:37][S:38][CH:39]=1)CCC.[Cl-].[Li+]>O1CCOCC1.C(OCC)(=O)C.C1C=CC([P]([Pd]([P](C2C=CC=CC=2)(C2C=CC=CC=2)C2C=CC=CC=2)([P](C2C=CC=CC=2)(C2C=CC=CC=2)C2C=CC=CC=2)[P](C2C=CC=CC=2)(C2C=CC=CC=2)C2C=CC=CC=2)(C2C=CC=CC=2)C2C=CC=CC=2)=CC=1>[CH2:27]([C:9]1[C:10]([C:23]([F:26])([F:25])[F:24])=[N:11][N:12]([C:13]2[CH:14]=[CH:15][C:16]([S:19]([NH2:22])(=[O:21])=[O:20])=[N:17][CH:18]=2)[C:8]=1[C:5]1[CH:6]=[CH:7][C:2]([C:35]2[N:36]=[CH:37][S:38][CH:39]=2)=[C:3]([F:29])[CH:4]=1)[CH3:28] |f:2.3,^1:65,67,86,105|. Procedure: A mixture of 5-(5-(4-bromo-3-fluorophenyl)-4-ethyl-3-trifluoromethyl-1H-pyrazol-1-yl)-2-pyridinesulfonamide (450 mg, 0.912 mmol), 4-tributylstannyl-1,3-thiazol (410 mg, 1.095 mmol), tetrakis(triphenylphosphine)palladium (105 mg, 0.091 mmol), lithium chloride (97 mg, 2.281 mmol) in 1,4-dioxane (11 ml) was stirred at reflux for 17 h. After cooling, the mixture was diluted with ethyl acetate, washed with water. The organic layer was dried (MgSO4) and concentrated. This was purified on silica gel el... The reactants are ClC1=C(C=C(C=2N=C(NC21)C(F)(F)F)[N+](=O)[O-])C(F)(F)F (4-Chloro-7-nitro-2,5-bis(trifluoromethyl)benzimidazole), C(CC(=O)OCC)(=O)OCC.[K] (potassium diethyl malonate). The product is C(=O)(OCC)C(C1=C(C=C(C=2N=C(NC21)C(F)(F)F)[N+](=O)[O-])C(F)(F)F)C(=O)OCC (4-(bis(carboethoxy)methyl)-7-nitro-2,5-bis(trifluoromethyl)-benzimidazole). Reaction SMILES: Cl[C:2]1[C:10]2[NH:9][C:8]([C:11]([F:14])([F:13])[F:12])=[N:7][C:6]=2[C:5]([N+:15]([O-:17])=[O:16])=[CH:4][C:3]=1[C:18]([F:21])([F:20])[F:19].[C:22]([O:30][CH2:31][CH3:32])(=[O:29])[CH2:23][C:24]([O:26][CH2:27][CH3:28])=[O:25].[K]>>[C:22]([CH:23]([C:24]([O:26][CH2:27][CH3:28])=[O:25])[C:2]1[C:10]2[NH:9][C:8]([C:11]([F:14])([F:13])[F:12])=[N:7][C:6]=2[C:5]([N+:15]([O-:17])=[O:16])=[CH:4][C:3]=1[C:18]([F:21])([F:20])[F:19])([O:30][CH2:31][CH3:32])=[O:29] |f:1.2,^1:32|. Procedure details: 4-Chloro-7-nitro-2,5-bis(trifluoromethyl)benzimidazole is reacted with potassium diethyl malonate to obtain 4-(bis(carboethoxy)methyl)-7-nitro-2,5-bis(trifluoromethyl)-benzimidazole; this intermediate is deesterified and decarboxylated to yield 4-methyl-7-nitro-2,5-bis(trifluoromethyl)-benzimidazole, m.w., 313.2. In like procedures, the following are prepared: Starting materials: CN(CC(=O)N1CCC2=CC(=C(C=C12)NC1=NC2=C(C3=NC4=CC=CC(=C4C(N31)=O)F)C=CN2S(=O)(=O)C2=CC=C(C=C2)C)OC)C (5-{[1-(N,N-dimethylglycyl)-5-(methyloxy)-2,3-dihydro-1H-indol-6-yl]amino}-8-fluoro-3-[(4-methylphenyl)sulfonyl]pyrrolo[2′,3′:4,5]pyrimido[6,1-b]quinazolin-7(3H)-one), CC(CN)C ((2-methylpropyl)amine). The solvent is C(C)(=O)OCC (ethyl acetate), C1CCOC1 (THF). Run at time 16 hour. Product: CN(CC(=O)N1CCC2=CC(=C(C=C12)NC=1N=C(C2=C(N1)N(C=C2)S(=O)(=O)C2=CC=C(C=C2)C)NC2=C(C(=O)NCC(C)C)C(=CC=C2)F)OC)C (2-({2-{[1-(N,N-dimethylglycyl)-5-(methyloxy)-2,3-dihydro-1H-indol-6-yl]amino}-7-[(4-methylphenyl)sulfonyl]-7H-pyrrolo[2,3-d]pyrimidin-4-yl}amino)-6-fluoro-N-(2-methylpropyl)benzamide). RXN SMILES: [CH3:1][N:2]([CH3:47])[CH2:3][C:4]([N:6]1[C:14]2[C:9](=[CH:10][C:11]([O:45][CH3:46])=[C:12]([NH:15][C:16]3[N:29]4[C:20](=[N:21][C:22]5[C:27]([C:28]4=[O:30])=[C:26]([F:31])[CH:25]=[CH:24][CH:23]=5)[C:19]4[CH:32]=[CH:33][N:34]([S:35]([C:38]5[CH:43]=[CH:42][C:41]([CH3:44])=[CH:40][CH:39]=5)(=[O:37])=[O:36])[C:18]=4[N:17]=3)[CH:13]=2)[CH2:8][CH2:7]1)=[O:5].[CH3:48][CH:49]([CH3:52])[CH2:50][NH2:51]>C1COCC1.C(OCC)(=O)C>[CH3:1][N:2]([CH3:47])[CH2:3][C:4]([N:6]1[C:14]2[C:9](=[CH:10][C:11]([O:45][CH3:46])=[C:12]([NH:15][C:16]3[N:29]=[C:20]([NH:21][C:22]4[CH:23]=[CH:24][CH:25]=[C:26]([F:31])[C:27]=4[C:28]([NH:51][CH2:50][CH:49]([CH3:52])[CH3:48])=[O:30])[C:19]4[CH:32]=[CH:33][N:34]([S:35]([C:38]5[CH:43]=[CH:42][C:41]([CH3:44])=[CH:40][CH:39]=5)(=[O:37])=[O:36])[C:18]=4[N:17]=3)[CH:13]=2)[CH2:8][CH2:7]1)=[O:5]. Procedure: To a solution of 5-{[1-(N,N-dimethylglycyl)-5-(methyloxy)-2,3-dihydro-1H-indol-6-yl]amino}-8-fluoro-3-[(4-methylphenyl)sulfonyl]pyrrolo[2′,3′:4,5]pyrimido[6,1-b]quinazolin-7(3H)-one (200 mg, 0.305 mmol) in THF (5 mL) was added (2-methylpropyl)amine (0.153 mL, 1.52 mmol). The resulting mixture was let stir at rt for 16 h at which time it was diluted with ethyl acetate and washed with a saturated ammonium chloride solution,a saturated sodium bicarbonate solution, water and a saturated brine soluti...